Dataset: the Open Reaction Database (ORD), a public repository of structured organic reaction records. Task: describe an organic reaction: reactants, conditions, products, and yield Starting materials: N(N)C(=O)C=1NC2=C(C=CC=C2C1)N(S(=O)(=O)C=1SC=CC1)C (N-[2-(hydrazinocarbonyl)-1H-indol-7-yl]-N-methylthiophene-2-sulfonamide), ClC(CC(=O)OCC)=O (ethyl 3-chloro-3-oxopropanoate), O (Water). Run in CN(C(C)=O)C (N,N-dimethylacetamide). Run at time 1 hour. Product: CN(C=1C=CC=C2C=C(NC12)C(=O)NNC(CC(=O)OCC)=O)S(=O)(=O)C=1SC=CC1 (Ethyl 3-[2-({7-[methyl(2-thienylsulfonyl)amino]-1H-indol-2-yl}carbonyl)hydrazino]-3-oxopropanoate). Isolated yield 84.0%. As a reaction SMILES: [NH:1]([C:3]([C:5]1[NH:6][C:7]2[C:12]([CH:13]=1)=[CH:11][CH:10]=[CH:9][C:8]=2[N:14]([CH3:23])[S:15]([C:18]1[S:19][CH:20]=[CH:21][CH:22]=1)(=[O:17])=[O:16])=[O:4])[NH2:2].Cl[C:25](=[O:32])[CH2:26][C:27]([O:29][CH2:30][CH3:31])=[O:28].O>CN(C)C(=O)C>[CH3:23][N:14]([S:15]([C:18]1[S:19][CH:20]=[CH:21][CH:22]=1)(=[O:17])=[O:16])[C:8]1[CH:9]=[CH:10][CH:11]=[C:12]2[C:7]=1[NH:6][C:5]([C:3]([NH:1][NH:2][C:25](=[O:32])[CH2:26][C:27]([O:29][CH2:30][CH3:31])=[O:28])=[O:4])=[CH:13]2. Reported procedure: To a solution of N-[2-(hydrazinocarbonyl)-1H-indol-7-yl]-N-methylthiophene-2-sulfonamide (0.88 g) in N,N-dimethylacetamide (16 mL) was added ethyl 3-chloro-3-oxopropanoate (0.35 mL) at 0° C., and the mixture was stirred at room temperature for 1 hr. Water was added to the reaction mixture, and the mixture was extracted with ethyl acetate. The ethyl acetate layer was washed with saturated brine, dried (MgSO4) and concentrated. Diethyl ether was added to the obtained oil, and the resulting crystal...